This data is from the Open Reaction Database (ORD), a public repository of structured organic reaction records. The task is: describe an organic reaction: reactants, conditions, products, and yield Starting materials: BrC1=C(C=C(C=C1)Br)NC(C1=C(C=C(C=C1)S(=O)(=O)C)F)=S (N-(2,5-Dibromophenyl)-2-fluoro-4-(methylsulfonyl)benzothioamide), [H-].[Na+] (NaH). The solvent is CN1C(CCC1)=O (N-Methylpyrrolidinone), O (water). Reaction conditions: temperature 140 celsius, time 3 hour. The product is BrC=1C=CC2=C(N=C(S2)C2=C(C=C(C=C2)S(=O)(=O)C)F)C1 (5-Bromo-2-[2-fluoro-4-(methylsulfonyl)phenyl]benzo[d]thiazole). The yield is 65.4%. Reaction SMILES: Br[C:2]1[CH:7]=[CH:6][C:5]([Br:8])=[CH:4][C:3]=1[NH:9][C:10](=[S:22])[C:11]1[CH:16]=[CH:15][C:14]([S:17]([CH3:20])(=[O:19])=[O:18])=[CH:13][C:12]=1[F:21].[H-].[Na+]>CN1CCCC1=O.O>[Br:8][C:5]1[CH:6]=[CH:7][C:2]2[S:22][C:10]([C:11]3[CH:16]=[CH:15][C:14]([S:17]([CH3:20])(=[O:19])=[O:18])=[CH:13][C:12]=3[F:21])=[N:9][C:3]=2[CH:4]=1 |f:1.2|. Procedure details: Intermediate 37 (0.48 g, 1.03 mmol) dissolved in N-Methylpyrrolidinone (0.97 ml) and added NaH (52 mg, 2.2 mmol). This mixture was stirred at 140° C. for 3 h. Reaction mixture cooled to rt and diluted with water to obtain the solid. Solid was filtered and dried to obtain the crude. Crude was purified on column chromatography using 60-120 mesh silicagel and DCM as eluent to afford the titled compound (260 mg) as a white solid. 1H-NMR (δ ppm, CDCl3, 400 MHz): 8.71-8.66 (m, 1H), 8.32 (d, J 1.7, 1H)...